This data is from the Open Reaction Database (ORD), a public repository of structured organic reaction records. The task is: describe an organic reaction: reactants, conditions, products, and yield Reactants: CC(C)(C)OC(=O)NCCc1ccc(NS(=O)(=O)C=Cc2ccccc2)cc1, CO, [H][H], [OH-], [OH-], [Pd+2]. The product is CC(C)(C)OC(=O)NCCc1ccc(NS(=O)(=O)CCc2ccccc2)cc1. As a reaction SMILES: [CH3:1][C:2]([CH3:3])([O:4][C:5](=[O:6])[NH:7][CH2:8][CH2:9][c:10]1[cH:11][cH:12][c:13]([NH:16][S:17](=[O:18])(=[O:19])[CH:20]=[CH:21][c:22]2[cH:23][cH:24][cH:25][cH:26][cH:27]2)[cH:14][cH:15]1)[CH3:28].[CH3:31][OH:32].[H:29][H:30].[OH-:33].[OH-:35].[Pd+2:34]>>[CH3:1][C:2]([CH3:3])([O:4][C:5](=[O:6])[NH:7][CH2:8][CH2:9][c:10]1[cH:11][cH:12][c:13]([NH:16][S:17](=[O:18])(=[O:19])[CH2:20][CH2:21][c:22]2[cH:23][cH:24][cH:25][cH:26][cH:27]2)[cH:14][cH:15]1)[CH3:28]. Reactants: COC(=O)c1cc(Cl)c(Cl)n1N1C(=O)c2ccccc2C1=O, CCO, NN, O. Yields the product COC(=O)c1cc(Cl)c(Cl)n1N. RXN SMILES: [CH3:1][O:2][C:3](=[O:4])[c:5]1[n:6]([N:12]2[C:13](=[O:14])[c:15]3[c:16]([cH:17][cH:18][cH:19][cH:20]3)[C:21]2=[O:22])[c:7]([Cl:11])[c:8]([Cl:10])[cH:9]1.[CH3:26][CH2:27][OH:28].[NH2:24][NH2:25].[OH2:23]>>[CH3:1][O:2][C:3](=[O:4])[c:5]1[n:6]([NH2:12])[c:7]([Cl:11])[c:8]([Cl:10])[cH:9]1. Reaction SMILES: [C:1]([CH3:2])([CH3:3])([CH3:4])[c:5]1[cH:6][cH:7][c:8]([S:11](=[O:12])(=[O:13])[NH:14][c:15]2[c:16]([C:22](=[O:23])[c:24]3[cH:25][n:26][c:27]([Cl:30])[cH:28][cH:29]3)[cH:17][c:18]([Cl:21])[cH:19][cH:20]2)[cH:9][cH:10]1.[CH2:34]1[O:35][CH2:36][CH2:37][CH2:38]1.[CH3:31][S-:32].[Na+:33]>>[C:1]([CH3:2])([CH3:3])([CH3:4])[c:5]1[cH:6][cH:7][c:8]([S:11](=[O:12])(=[O:13])[NH:14][c:15]2[c:16]([C:22](=[O:23])[c:24]3[cH:25][n:26][c:27]([S:32][CH3:31])[cH:28][cH:29]3)[cH:17][c:18]([Cl:21])[cH:19][cH:20]2)[cH:9][cH:10]1. The reactants are CC(C)(C)c1ccc(S(=O)(=O)Nc2ccc(Cl)cc2C(=O)c2ccc(Cl)nc2)cc1, C1CCOC1, C[S-], [Na+]. The product is CSc1ccc(C(=O)c2cc(Cl)ccc2NS(=O)(=O)c2ccc(C(C)(C)C)cc2)cn1. The reactants are CC=1NC2=C(C=C(C(=C2C1SC)N1CCOCC1)F)Br (2-methyl-3-methylthio-4-morpholino-5-fluoro-7-bromoindole). Reagents/catalysts: [Ni] (Raney nickel), [Ni] (Raney nickel). Run in O1CCOCC1 (dioxane). The product is CC=1NC2=C(C=C(C(=C2C1)N1CCOCC1)F)Br (2-methyl-4-morpholino-5-fluoro-7-bromoindole). The yield is 65.3%. RXN SMILES: [CH3:1][C:2]1[NH:3][C:4]2[C:9]([C:10]=1SC)=[C:8]([N:13]1[CH2:18][CH2:17][O:16][CH2:15][CH2:14]1)[C:7]([F:19])=[CH:6][C:5]=2[Br:20]>[Ni].O1CCOCC1>[CH3:1][C:2]1[NH:3][C:4]2[C:9]([CH:10]=1)=[C:8]([N:13]1[CH2:18][CH2:17][O:16][CH2:15][CH2:14]1)[C:7]([F:19])=[CH:6][C:5]=2[Br:20]. Procedure: Raney nickel (400 g) was added to a solution of 58 g of 2-methyl-3-methylthio-4-morpholino-5-fluoro-7-bromoindole in 1 l of dioxane and the mixture was allowed to react at room temperature for 4 hours. After completion of the reaction Raney nickel was removed by filtration, and the filtrate was concentrated under reduced pressure. 33 g of 2-methyl-4-morpholino-5-fluoro-7-bromoindole was obtained. Reactants: BrC1=CC2=C3N(N=C2C=C1)C=C(C(=N3)Cl)C3=CC=CC=C3 (9-Bromo-2-chloro-3-phenylpyrimido[1,2-b]indazole), C(C)(C)(C)OC(NC1(CCC1)C1=CC=C(C=C1)B1OC(C(O1)(C)C)(C)C)=O ({1-[4-(4,4,5,5-tetramethyl-1,3,2-dioxaborolan-2-yl)phenyl]cyclobutyl}carbamic acid tert-butyl ester), C([O-])([O-])=O.[Na+].[Na+] (sodium carbonate). The reagents and catalysts are C=1C=CC(=CC1)[P](C=2C=CC=CC2)(C=3C=CC=CC3)[Pd]([P](C=4C=CC=CC4)(C=5C=CC=CC5)C=6C=CC=CC6)([P](C=7C=CC=CC7)(C=8C=CC=CC8)C=9C=CC=CC9)[P](C=1C=CC=CC1)(C=1C=CC=CC1)C=1C=CC=CC1 (tetrakis(triphenylphosphine)palladium). The solvent is O1CCOCC1 (dioxane), O (water). Yields the product C(C)(C)(C)OC(NC1(CCC1)C1=CC=C(C=C1)C1=NC=2N(N=C3C=CC(=CC23)Br)C=C1C1=CC=CC=C1)=O ({1-[4-(9-Bromo-3-phenylpyrimido[1,2-b]indazol-2-yl)phenyl]cyclobutyl}-carbamic acid tert-butyl ester). Yield: 21.0%. As a reaction SMILES: [Br:1][C:2]1[CH:10]=[CH:9][C:8]2[C:4](=[C:5]3[N:14]=[C:13](Cl)[C:12]([C:16]4[CH:21]=[CH:20][CH:19]=[CH:18][CH:17]=4)=[CH:11][N:6]3[N:7]=2)[CH:3]=1.[C:22]([O:26][C:27](=[O:48])[NH:28][C:29]1([C:33]2[CH:38]=[CH:37][C:36](B3OC(C)(C)C(C)(C)O3)=[CH:35][CH:34]=2)[CH2:32][CH2:31][CH2:30]1)([CH3:25])([CH3:24])[CH3:23].C(=O)([O-])[O-].[Na+].[Na+]>O1CCOCC1.O.C1C=CC([P]([Pd]([P](C2C=CC=CC=2)(C2C=CC=CC=2)C2C=CC=CC=2)([P](C2C=CC=CC=2)(C2C=CC=CC=2)C2C=CC=CC=2)[P](C2C=CC=CC=2)(C2C=CC=CC=2)C2C=CC=CC=2)(C2C=CC=CC=2)C2C=CC=CC=2)=CC=1>[C:22]([O:26][C:27](=[O:48])[NH:28][C:29]1([C:33]2[CH:34]=[CH:35][C:36]([C:13]3[C:12]([C:16]4[CH:21]=[CH:20][CH:19]=[CH:18][CH:17]=4)=[CH:11][N:6]4[N:7]=[C:8]5[C:4]([CH:3]=[C:2]([Br:1])[CH:10]=[CH:9]5)=[C:5]4[N:14]=3)=[CH:37][CH:38]=2)[CH2:30][CH2:31][CH2:32]1)([CH3:25])([CH3:23])[CH3:24] |f:2.3.4,^1:65,67,86,105|. Procedure: 1 g (2.9 mmol) 9-Bromo-2-chloro-3-phenylpyrimido[1,2-b]indazole (intermediate example Int-1-2), 1.09 g (2.9 mmol) {1-[4-(4,4,5,5-tetramethyl-1,3,2-dioxaborolan-2-yl)phenyl]cyclobutyl}carbamic acid tert-butyl ester, 322 mg (0.28 mmol) tetrakis(triphenylphosphine)palladium and 886 mg (8.4 mmol) sodium carbonate in 30 mL dioxane and 4.2 mL water were heated over night at 105° C. The reaction mixture was poured on water/dichloromethane and vigorously stirred for 30′. The organic phase was separated,... Starting materials: Cc1cn2c(Br)cnc2c(Cl)n1, CCN(C(C)C)C(C)C, Cl, NCc1ccc(S(N)(=O)=O)cc1. Yields the product Cc1cn2c(Br)cnc2c(NCc2ccc(S(N)(=O)=O)cc2)n1. RXN SMILES: [Br:1][c:2]1[cH:3][n:4][c:5]2[n:6]1[cH:7][c:8]([CH3:12])[n:9][c:10]2[Cl:11].[CH:26]([N:27]([CH2:28][CH3:29])[CH:30]([CH3:31])[CH3:32])([CH3:33])[CH3:34].[ClH:13].[NH2:14][CH2:15][c:16]1[cH:17][cH:18][c:19]([S:22](=[O:23])(=[O:24])[NH2:25])[cH:20][cH:21]1>>[Br:1][c:2]1[cH:3][n:4][c:5]2[n:6]1[cH:7][c:8]([CH3:12])[n:9][c:10]2[NH:14][CH2:15][c:16]1[cH:17][cH:18][c:19]([S:22](=[O:23])(=[O:24])[NH2:25])[cH:20][cH:21]1. The reactants are BrC=1C=NC(=NC1)N1CCC(CC1)(C(=O)OCC)C (Ethyl 1-(5-bromopyrimidin-2-yl)-4-methylpiperidine-4-carboxylate), Cl (hydrochloric acid). Solvent: O1CCOCC1 (dioxan), C(O)([O-])=O.[Na+] (sodium hydrogen carbonate). Conditions: temperature 100 celsius, time 5 hour. Product: BrC=1C=NC(=NC1)N1CCC(CC1)(C(=O)O)C (1-(5-bromopyrimidin-2-yl)-4-methylpiperidine-4-carboxylic acid). The yield is 73.7%. RXN SMILES: [Br:1][C:2]1[CH:3]=[N:4][C:5]([N:8]2[CH2:13][CH2:12][C:11]([CH3:19])([C:14]([O:16]CC)=[O:15])[CH2:10][CH2:9]2)=[N:6][CH:7]=1.Cl>O1CCOCC1.C(=O)([O-])O.[Na+]>[Br:1][C:2]1[CH:3]=[N:4][C:5]([N:8]2[CH2:13][CH2:12][C:11]([CH3:19])([C:14]([OH:16])=[O:15])[CH2:10][CH2:9]2)=[N:6][CH:7]=1 |f:3.4|. Reported procedure: Ethyl 1-(5-bromopyrimidin-2-yl)-4-methylpiperidine-4-carboxylate (400 mg, 1.22 mmol) was stirred in dioxan (4 ml) and concentrated hydrochloric acid was added (2.8 ml). The reaction was stirred in a sealed tube at 100° C. for 5 h. LCMS indicated 90% conversion to the acid. The reaction was allowed to cool, diluted with a saturated aqueous solution of sodium hydrogen carbonate to adjust the pH to ˜5 at which point a solid precipitated. The solid was collected by filtration and dried to afford the... The reactants are amino, C(C)N1C=NC=C1C1=CC2=NC=CC(=C2S1)OC1=C(C=C(N)C=C1)F (4-(2-(1-Ethyl-1H-imidazol-5-yl)thieno[3,2-b]pyridin-7-yloxy)-3-fluoroaniline), FC1=C(C=CC=C1)NC(CC(=O)O)=O (3-(2-fluorophenylamino)-3-oxopropanoic acid), C(CCl)Cl (EDC), C=1C=CC2=C(C1)N=NN2O (HOBT). Run in CN(C)C=O (DMF). Conditions: time 1 hour. Yields the product C(C)N1C=NC=C1C1=CC2=NC=CC(=C2S1)OC1=C(C=C(C=C1)NC(CC(=O)NC1=C(C=CC=C1)F)=O)F (N1-(4-(2-(1-Ethyl-1H-imidazol-5-yl)thieno[3,2-b]pyridin-7-yloxy)-3-fluorophenyl)-N3-(2-fluorophenyl)malonamide). The yield is 60.4%. RXN SMILES: [CH2:1]([N:3]1[C:7]([C:8]2[S:16][C:15]3[C:10](=[N:11][CH:12]=[CH:13][C:14]=3[O:17][C:18]3[CH:24]=[CH:23][C:21]([NH2:22])=[CH:20][C:19]=3[F:25])[CH:9]=2)=[CH:6][N:5]=[CH:4]1)[CH3:2].[F:26][C:27]1[CH:32]=[CH:31][CH:30]=[CH:29][C:28]=1[NH:33][C:34](=[O:39])[CH2:35][C:36](O)=[O:37].C(Cl)CCl.C1C=CC2N(O)N=NC=2C=1>CN(C=O)C>[CH2:1]([N:3]1[C:7]([C:8]2[S:16][C:15]3[C:10](=[N:11][CH:12]=[CH:13][C:14]=3[O:17][C:18]3[CH:24]=[CH:23][C:21]([NH:22][C:36](=[O:37])[CH2:35][C:34]([NH:33][C:28]4[CH:29]=[CH:30][CH:31]=[CH:32][C:27]=4[F:26])=[O:39])=[CH:20][C:19]=3[F:25])[CH:9]=2)=[CH:6][N:5]=[CH:4]1)[CH3:2]. Procedure: To a solution of the amino compound 120 (400 mg, 1.08 mmol) in DMF (10 mL), 3-(2-fluorophenylamino)-3-oxopropanoic acid (444 mg, 2.25 mmol), EDC (519 mg, 2.70 mmol) was added HOBT (364 mg, 2.70 mmol). The reaction mixture was allowed to stir for 1 hr. The solution was extracted with EtOAc and the extract was washed with water, aqueous ammonium chloride and brine then dried over anhydrous magnesium sulfate, filtered and evaporated under reduced pressure. The residue was purified by flash chromato...